From a dataset of the Open Reaction Database (ORD), a public repository of structured organic reaction records. describe an organic reaction: reactants, conditions, products, and yield Reactants: O (Water), C([O-])([O-])=O.[K+].[K+] (potassium carbonate), ICCC (iodopropane), BrC1=C(C=C(C=C1)F)O (2-bromo-5-fluoro-phenol). The solvent is CN(C=O)C (N,N-dimethylformamide). Reaction conditions: time 10 hour. Yields the product BrC1=C(C=C(C=C1)F)OCCC (1-Bromo-4-fluoro-2-propoxy-benzene). Reaction SMILES: [Br:1][C:2]1[CH:7]=[CH:6][C:5]([F:8])=[CH:4][C:3]=1[OH:9].C(=O)([O-])[O-].[K+].[K+].I[CH2:17][CH2:18][CH3:19].O>CN(C)C=O>[Br:1][C:2]1[CH:7]=[CH:6][C:5]([F:8])=[CH:4][C:3]=1[O:9][CH2:17][CH2:18][CH3:19] |f:1.2.3|. Reported procedure: A total of 5 g of 2-bromo-5-fluoro-phenol was dissolved in 66 ml of N,N-dimethylformamide. Under ice-cooling, 5.42 g of potassium carbonate and 3.07 ml of iodopropane were added, and the mixture was stirred at room temperature for 10 hours. Water was added to the reaction mixture, followed by extracting with diethyl ether. The resulting organic layer was washed with brine, dried over magnesium sulfate and the solvent was evaporated, to give 8.29 g of the title compound as a yellow oil.